Dataset: the Open Reaction Database (ORD), a public repository of structured organic reaction records. Task: describe an organic reaction: reactants, conditions, products, and yield Reactants: O=C1Cc2c(cccc2-c2cccc(Br)c2)N1, C1CCNCC1, CCO, Cc1cc(C(=O)NCCN2CCCC2)c(C=O)[nH]1. Yields the product Cc1cc(C(=O)NCCN2CCCC2)c(C=C2C(=O)Nc3cccc(-c4cccc(Br)c4)c32)[nH]1. As a reaction SMILES: [Br:1][c:2]1[cH:3][c:4](-[c:8]2[c:9]3[c:13]([cH:14][cH:15][cH:16]2)[NH:12][C:11](=[O:17])[CH2:10]3)[cH:5][cH:6][cH:7]1.[CH2:36]1[CH2:37][CH2:38][NH:39][CH2:40][CH2:41]1.[CH3:42][CH2:43][OH:44].[N:18]1([CH2:23][CH2:24][NH:25][C:26](=[O:27])[c:28]2[c:29]([CH:34]=[O:35])[nH:30][c:31]([CH3:33])[cH:32]2)[CH2:19][CH2:20][CH2:21][CH2:22]1>>[Br:1][c:2]1[cH:3][c:4](-[c:8]2[c:9]3[c:13]([cH:14][cH:15][cH:16]2)[NH:12][C:11](=[O:17])[C:10]3=[CH:34][c:29]2[c:28]([C:26]([NH:25][CH2:24][CH2:23][N:18]3[CH2:19][CH2:20][CH2:21][CH2:22]3)=[O:27])[cH:32][c:31]([CH3:33])[nH:30]2)[cH:5][cH:6][cH:7]1. Starting materials: CC(C)(C)c1cccc(C(C)(C)C)c1O, N#Cc1cccc([N+](=O)[O-])c1, CS(C)=O, Cl, [Na+], [OH-]. The product is CC(C)(C)c1cc(-c2ccc([N+](=O)[O-])cc2C#N)cc(C(C)(C)C)c1O. RXN SMILES: [C:14]([CH3:15])([CH3:16])([CH3:17])[c:18]1[c:19]([OH:28])[c:20]([C:24]([CH3:25])([CH3:26])[CH3:27])[cH:21][cH:22][cH:23]1.[C:3](#[N:4])[c:5]1[cH:6][c:7]([N+:11](=[O:12])[O-:13])[cH:8][cH:9][cH:10]1.[CH3:30][S:31]([CH3:32])=[O:33].[ClH:29].[Na+:2].[OH-:1]>>[C:3](#[N:4])[c:5]1[cH:6][c:7]([N+:11](=[O:12])[O-:13])[cH:8][cH:9][c:10]1-[c:22]1[cH:21][c:20]([C:24]([CH3:25])([CH3:26])[CH3:27])[c:19]([OH:28])[c:18]([C:14]([CH3:15])([CH3:16])[CH3:17])[cH:23]1.